describe an organic reaction: reactants, conditions, products, and yield From a dataset of the Open Reaction Database (ORD), a public repository of structured organic reaction records. Reactants: BrC1=C(NC(=C(C1=O)C1=CC=C(C=C1)OC1=CC=C(C=C1)OC(F)(F)F)C)C (3-Bromo-5-(4-(4-trifluoromethoxyphenoxy)phenyl)-2,6-dimethyl pyridin-4(1H)-one), [H-].[Na+] (sodium hydride), P(=O)(OCC)(OCC)Cl (diethyl chlorophosphate). Run in CN(C)C=O (DMF). Conditions: time 48 hour. Yields the product P(=O)(OC1=C(C(=NC(=C1C1=CC=C(C=C1)OC1=CC=C(C=C1)OC(F)(F)F)C)C)Br)(OCC)OCC (3-Bromo-2,6-dimethyl-5-[4-(4-trifluoromethoxyphenoxy)phenyl]-4-pyridinyl diethyl phosphate). As a reaction SMILES: [Br:1][C:2]1[C:7](=[O:8])[C:6]([C:9]2[CH:14]=[CH:13][C:12]([O:15][C:16]3[CH:21]=[CH:20][C:19]([O:22][C:23]([F:26])([F:25])[F:24])=[CH:18][CH:17]=3)=[CH:11][CH:10]=2)=[C:5]([CH3:27])[NH:4][C:3]=1[CH3:28].[H-].[Na+].[P:31](Cl)([O:36][CH2:37][CH3:38])([O:33][CH2:34][CH3:35])=[O:32]>CN(C=O)C>[P:31]([O:36][CH2:37][CH3:38])([O:33][CH2:34][CH3:35])([O:8][C:7]1[C:6]([C:9]2[CH:14]=[CH:13][C:12]([O:15][C:16]3[CH:21]=[CH:20][C:19]([O:22][C:23]([F:24])([F:25])[F:26])=[CH:18][CH:17]=3)=[CH:11][CH:10]=2)=[C:5]([CH3:27])[N:4]=[C:3]([CH3:28])[C:2]=1[Br:1])=[O:32] |f:1.2|. Procedure: To a solution of 3-Bromo-5-(4-(4-trifluoromethoxyphenoxy)phenyl)-2,6-dimethyl pyridin-4(1H)-one (4.44 g) in dry DMF (30 ml) under nitrogen was added sodium hydride (0.39 g of a 60% dispersion in mineral oil). After stirring at rt for 30 min diethyl chlorophosphate (2.1 ml) was added dropwise. The mixture was stirred at rt for 48 hr then filtered. The filtrate was diluted with toluene (200 ml), washed with 2M sodium carbonate, dried over magnesium sulphate and concentrated in vacuo. The residue w... Reactants: Cc1ccccc1, O=C(O)c1ccc2c(c1)C(=O)c1ccccc1CO2, O=S(Cl)Cl. The product is [Cl-], O=C(O)c1ccc2c(c1)C(=O)c1ccccc1CO2. RXN SMILES: [CH3:24][c:25]1[cH:26][cH:27][cH:28][cH:29][cH:30]1.[O:1]=[C:2]1[c:3]2[c:4]([cH:13][cH:14][c:15]([C:17](=[O:18])[OH:19])[cH:16]2)[O:5][CH2:6][c:7]2[c:8]1[cH:9][cH:10][cH:11][cH:12]2.[S:20]([Cl:21])([Cl:22])=[O:23]>>[Cl-:22].[O:1]=[C:2]1[c:3]2[c:4]([cH:13][cH:14][c:15]([C:17](=[O:18])[OH:19])[cH:16]2)[O:5][CH2:6][c:7]2[c:8]1[cH:9][cH:10][cH:11][cH:12]2. The reactants are CC(=O)O, CC(C(=O)c1cccc(Cl)c1)N(COC(=O)CCCCC(=O)OCNS(=O)(=O)c1cc(C(=O)OCC(Cl)(Cl)Cl)c(NCc2ccco2)cc1Cl)C(C)(C)C, [Zn]. Product: CC(C(=O)c1cccc(Cl)c1)N(COC(=O)CCCCC(=O)OCNS(=O)(=O)c1cc(C(=O)O)c(NCc2ccco2)cc1Cl)C(C)(C)C. RXN SMILES: [CH3:55][C:56](=[O:57])[OH:58].[Cl:1][c:2]1[c:3]([S:23](=[O:24])(=[O:25])[NH:26][CH2:27][O:28][C:29]([CH2:30][CH2:31][CH2:32][CH2:33][C:34](=[O:35])[O:36][CH2:37][N:38]([CH:39]([C:40](=[O:41])[c:42]2[cH:43][c:44]([Cl:48])[cH:45][cH:46][cH:47]2)[CH3:49])[C:50]([CH3:51])([CH3:52])[CH3:53])=[O:54])[cH:4][c:5]([C:15](=[O:16])[O:17][CH2:18][C:19]([Cl:20])([Cl:21])[Cl:22])[c:6]([NH:8][CH2:9][c:10]2[o:11][cH:12][cH:13][cH:14]2)[cH:7]1.[Zn:59]>>[Cl:1][c:2]1[c:3]([S:23](=[O:24])(=[O:25])[NH:26][CH2:27][O:28][C:29]([CH2:30][CH2:31][CH2:32][CH2:33][C:34](=[O:35])[O:36][CH2:37][N:38]([CH:39]([C:40](=[O:41])[c:42]2[cH:43][c:44]([Cl:48])[cH:45][cH:46][cH:47]2)[CH3:49])[C:50]([CH3:51])([CH3:52])[CH3:53])=[O:54])[cH:4][c:5]([C:15](=[O:16])[OH:17])[c:6]([NH:8][CH2:9][c:10]2[o:11][cH:12][cH:13][cH:14]2)[cH:7]1. Starting materials: O[C@H](C)[C@@H]1[C@@H]2N([C@H](C([C@@H]2C)=O)C(=O)OCC2=CC=C(C=C2)[N+](=O)[O-])C1=O (4-nitrobenzyl (1R,3R,5R,6S)-6-((1R)-1-hydroxyethyl)-1-methyl-2-oxo-1-carbapenam-3-carboxylate), [N+](=O)([O-])C1=CC=C(COC(=O)N2[C@@H](CCC2)C(=O)C=2N=CN3C2SC(=C3)[Sn](CCCC)(CCCC)CCCC)C=C1 (7-[(2S)-1-(4-nitrobenzyloxycarbonyl)-pyrrolidin-2-yl]carbonyl-2-(tri-n-butylstannyl)imidazo[5,1-b]thiazole). Product: O[C@H](C)[C@@H]1[C@@H]2N(C(=C([C@@H]2C)C2=CN3C(S2)=C(N=C3)C(=O)[C@H]3N(CCC3)C(=O)OCC3=CC=C(C=C3)[N+](=O)[O-])C(=O)OCC3=CC=C(C=C3)[N+](=O)[O-])C1=O (4-Nitrobenzyl (1S,5R,6S)-6-((1R)-1-hydroxyethyl)-1-methyl-2-[7-[(2S)-1-(4-nitrobenzyloxycarbonyl)-pyrrolidin-2-yl]carbonylimidazo[5,1-b]thiazol-2-yl]-1-carbapen-2-em-3-carboxylate). Isolated yield 73.6%. Reaction SMILES: [OH:1][C@@H:2]([C@H:4]1[C:25](=[O:26])[N:6]2[C@@H:7]([C:12]([O:14][CH2:15][C:16]3[CH:21]=[CH:20][C:19]([N+:22]([O-:24])=[O:23])=[CH:18][CH:17]=3)=[O:13])[C:8](=O)[C@H:9]([CH3:10])[C@H:5]12)[CH3:3].[N+:27]([C:30]1[CH:67]=[CH:66][C:33]([CH2:34][O:35][C:36]([N:38]2[CH2:42][CH2:41][CH2:40][C@H:39]2[C:43]([C:45]2[N:46]=[CH:47][N:48]3[CH:52]=[C:51]([Sn](CCCC)(CCCC)CCCC)[S:50][C:49]=23)=[O:44])=[O:37])=[CH:32][CH:31]=1)([O-:29])=[O:28]>>[OH:1][C@@H:2]([C@H:4]1[C:25](=[O:26])[N:6]2[C:7]([C:12]([O:14][CH2:15][C:16]3[CH:21]=[CH:20][C:19]([N+:22]([O-:24])=[O:23])=[CH:18][CH:17]=3)=[O:13])=[C:8]([C:51]3[S:50][C:49]4=[C:45]([C:43]([C@@H:39]5[CH2:40][CH2:41][CH2:42][N:38]5[C:36]([O:35][CH2:34][C:33]5[CH:66]=[CH:67][C:30]([N+:27]([O-:29])=[O:28])=[CH:31][CH:32]=5)=[O:37])=[O:44])[N:46]=[CH:47][N:48]4[CH:52]=3)[C@H:9]([CH3:10])[C@H:5]12)[CH3:3]. Reported procedure: 4-Nitrobenzyl (1S,5R,6S)-6-((1R)-1-hydroxyethyl)-1-methyl-2-[7-[(2S)-1-(4-nitrobenzyloxycarbonyl)-pyrrolidin-2-yl]carbonylimidazo[5,1-b]thiazol-2-yl]-1-carbapen-2-em-3-carboxylate (1.40 g) was prepared in the same manner as in step a) of Example 1, except that 926 mg of 4-nitrobenzyl (1R,3R,5R,6S)-6-((1R)-1-hydroxyethyl)-1-methyl-2-oxo-1-carbapenam-3-carboxylate and 1.85 g of 7-[(2S)-1-(4-nitrobenzyloxycarbonyl)-pyrrolidin-2-yl]carbonyl-2-(tri-n-butylstannyl)imidazo[5,1-b]thiazole were used as t... Solvent: CN(C=O)C (N,N-dimethylformamide). Conditions: temperature 0 celsius, time 30 minute. Starting materials: ice water, C1=C(C=C(C=C1C(F)(F)F)O)C(F)(F)F (3,5-ditrifluoromethylphenol), [OH-].[K+] (potassium hydroxide), O (water), ClC(C(=O)N)C (2-chloropropionamide). Isolated yield 48.0%. Reaction SMILES: [CH:1]1[C:6]([C:7]([F:10])([F:9])[F:8])=[CH:5][C:4]([OH:11])=[CH:3][C:2]=1[C:12]([F:15])([F:14])[F:13].[OH-].[K+].O.Cl[CH:20]([CH3:24])[C:21]([NH2:23])=[O:22]>CN(C)C=O>[F:15][C:12]([F:13])([F:14])[C:2]1[CH:3]=[C:4]([CH:5]=[C:6]([C:7]([F:9])([F:8])[F:10])[CH:1]=1)[O:11][CH:20]([CH3:24])[C:21]([NH2:23])=[O:22] |f:1.2|. Procedure: To a stirred solution containing 5 g (0.22 mole) of 3,5-ditrifluoromethylphenol, 1.6 g (0.024 mole) of 85% potassium hydroxide, 10 ml of water and 200 ml of N,N-dimethylformamide, 0.024 mole of 2-chloropropionamide was added in one portion. The stirred reaction mixture was heated at 120°-130° C. for 46 hours. After cooling to 0° C., 600 g of ice water was added and stirring continued at 0°-10° C. for 30 minutes. The resulting solid was collected by filtration, washed with water until neutral to ... Yields the product FC(C=1C=C(OC(C(=O)N)C)C=C(C1)C(F)(F)F)(F)F (2-[3,5-bis(trifluoromethyl)phenoxy]propanamide). The reactants are C(C)N1C(=CC2=CC=CC=C12)C1=CC=CC=C1 (1-ethyl-2-phenyl-1H-indole), [Cl-].C(C1=CC=CC=C1)=[N+](C)C (benzylidene-dimethyl-ammonium chloride). Yields the product C(C)N1C(=C(C2=CC=CC=C12)C(C1=CC=CC=C1)N(C)C)C1=CC=CC=C1 ([(1-Ethyl-2-phenyl-1H-indol-3-yl)-phenylmethyl]-dimethylamine). As a reaction SMILES: [CH2:1]([N:3]1[C:11]2[C:6](=[CH:7][CH:8]=[CH:9][CH:10]=2)[CH:5]=[C:4]1[C:12]1[CH:17]=[CH:16][CH:15]=[CH:14][CH:13]=1)[CH3:2].[Cl-].[CH:19](=[N+:26]([CH3:28])[CH3:27])[C:20]1[CH:25]=[CH:24][CH:23]=[CH:22][CH:21]=1>>[CH2:1]([N:3]1[C:11]2[C:6](=[CH:7][CH:8]=[CH:9][CH:10]=2)[C:5]([CH:19]([N:26]([CH3:28])[CH3:27])[C:20]2[CH:25]=[CH:24][CH:23]=[CH:22][CH:21]=2)=[C:4]1[C:12]1[CH:17]=[CH:16][CH:15]=[CH:14][CH:13]=1)[CH3:2] |f:1.2|. Procedure: The preparation was carried out in accordance with general synthesis instructions 4 from 1-ethyl-2-phenyl-1H-indole and benzylidene-dimethyl-ammonium chloride, which had been prepared in accordance with example 1. The reactants are NC(CC(C(=O)OCC)C)C1=C(C=CC=C1OC)OC (ethyl 4-amino-4-(2,6-dimethoxyphenyl)-2-methylbutanoate), CC=1SC2=C(N1)C=C(C=C2)C=O (2-methylbenzo[d]thiazole-5-carbaldehyde). The product is COC1=C(C(=CC=C1)OC)C1CC(C(N1CC=1C=CC2=C(N=C(S2)C)C1)=O)C (5-(2,6-dimethoxyphenyl)-3-methyl-1-((2-methylbenzo[d]thiazol-5-yl)methyl)pyrrolidin-2-one). Reaction SMILES: [NH2:1][CH:2]([C:11]1[C:16]([O:17][CH3:18])=[CH:15][CH:14]=[CH:13][C:12]=1[O:19][CH3:20])[CH2:3][CH:4]([CH3:10])[C:5]([O:7]CC)=O.[CH3:21][C:22]1[S:23][C:24]2[CH:30]=[CH:29][C:28]([CH:31]=O)=[CH:27][C:25]=2[N:26]=1>>[CH3:18][O:17][C:16]1[CH:15]=[CH:14][CH:13]=[C:12]([O:19][CH3:20])[C:11]=1[CH:2]1[N:1]([CH2:31][C:28]2[CH:29]=[CH:30][C:24]3[S:23][C:22]([CH3:21])=[N:26][C:25]=3[CH:27]=2)[C:5](=[O:7])[CH:4]([CH3:10])[CH2:3]1. Procedure details: Prepared according to the described general procedure 2 (GP2) by reaction of ethyl 4-amino-4-(2,6-dimethoxyphenyl)-2-methylbutanoate with 2-methylbenzo[d]thiazole-5-carbaldehyde. Subsequent purification by preparative HPLC afforded the target compound. LC-MS (conditions A): tR=0.79 min.; [M+H]+: 396.76 g/mol. Starting materials: CN(C)C=O, CC1(CCl)COC1, OCC(F)(F)C(F)(F)C(F)(F)C(F)(F)C(F)(F)C(F)(F)C(F)(F)F, [H-], [Na+]. The product is CC1(COCC(F)(F)C(F)(F)C(F)(F)C(F)(F)C(F)(F)C(F)(F)C(F)(F)F)COC1. As a reaction SMILES: [CH3:34][N:35]([CH3:36])[CH:37]=[O:38].[Cl:27][CH2:28][C:29]1([CH3:33])[CH2:30][O:31][CH2:32]1.[F:3][C:4]([CH2:5][OH:6])([C:7]([C:8]([C:9]([C:10]([C:11]([C:12]([F:13])([F:14])[F:15])([F:16])[F:17])([F:18])[F:19])([F:20])[F:21])([F:22])[F:23])([F:24])[F:25])[F:26].[H-:1].[Na+:2]>>[F:3][C:4]([CH2:5][O:6][CH2:28][C:29]1([CH3:33])[CH2:30][O:31][CH2:32]1)([C:7]([C:8]([C:9]([C:10]([C:11]([C:12]([F:13])([F:14])[F:15])([F:16])[F:17])([F:18])[F:19])([F:20])[F:21])([F:22])[F:23])([F:24])[F:25])[F:26]. Reactants: C(C)(C)(C)OC(=O)C=1C(=NC2=CC=C(C=C2C1C1=CC(=CC=C1)C(C)C)Cl)N(CC)CC (6-chloro-2-diethylamino-4-(3-isopropyl-phenyl)-quinoline-3-carboxylic acid tert-butyl ester), Cl (HCl). Solvent: O1CCOCC1 (dioxane), CCOC(=O)C (EtOAc). Yields the product ClC=1C=C2C(=C(C(=NC2=CC1)N(CC)CC)C(=O)O)C1=CC(=CC=C1)C(C)C (6-chloro-2-diethylamino-4-(3-isopropyl-phenyl)-quinoline-3-carboxylic acid). The yield is 81.5%. Reaction SMILES: C([O:5][C:6]([C:8]1[C:9]([N:28]([CH2:31][CH3:32])[CH2:29][CH3:30])=[N:10][C:11]2[C:16]([C:17]=1[C:18]1[CH:23]=[CH:22][CH:21]=[C:20]([CH:24]([CH3:26])[CH3:25])[CH:19]=1)=[CH:15][C:14]([Cl:27])=[CH:13][CH:12]=2)=[O:7])(C)(C)C.Cl>O1CCOCC1.CCOC(C)=O>[Cl:27][C:14]1[CH:15]=[C:16]2[C:11](=[CH:12][CH:13]=1)[N:10]=[C:9]([N:28]([CH2:31][CH3:32])[CH2:29][CH3:30])[C:8]([C:6]([OH:7])=[O:5])=[C:17]2[C:18]1[CH:23]=[CH:22][CH:21]=[C:20]([CH:24]([CH3:26])[CH3:25])[CH:19]=1. Procedure: To 6-chloro-2-diethylamino-4-(3-isopropyl-phenyl)-quinoline-3-carboxylic acid tert-butyl ester (75 mg, 0.17 mmol) was added a solution of HCl in dioxane (4N, 3 ml), and the mixture was heated to reflux for 4 h. The reaction mixture was then cooled to room temperature and then concentrated in vacuo to give a crude residue which was diluted with EtOAc (20 ml). The organic layer was washed with brine (10 ml), dried over anhydrous Na2SO4, filtered, and concentrated in vacuo to afford 6-chloro-2-diet... Reactants: CN, CC1(C)C(=O)N(C(CCCl)c2ccccc2)c2ccccc21. The product is CNCCC(c1ccccc1)N1C(=O)C(C)(C)c2ccccc21. RXN SMILES: [CH3:23][NH2:24].[Cl:1][CH2:2][CH2:3][CH:4]([c:5]1[cH:6][cH:7][cH:8][cH:9][cH:10]1)[N:11]1[C:12](=[O:22])[C:13]([CH3:20])([CH3:21])[c:14]2[cH:15][cH:16][cH:17][cH:18][c:19]21>>[CH2:2]([CH2:3][CH:4]([c:5]1[cH:6][cH:7][cH:8][cH:9][cH:10]1)[N:11]1[C:12](=[O:22])[C:13]([CH3:20])([CH3:21])[c:14]2[cH:15][cH:16][cH:17][cH:18][c:19]21)[NH:24][CH3:23].